This data is from the Open Reaction Database (ORD), a public repository of structured organic reaction records. The task is: describe an organic reaction: reactants, conditions, products, and yield Starting materials: ester, di-ester, C1(CCCCCN1)=O (ε-caprolactam), C(O)C(CC)(CO)CO (trimethylol propane), O (water). Reported procedure: Similar viscosities are obtained by initially heating the polyalcohols (a) to (d) with polyphosphoric acid (= phosphoric acid dehydrated above 200° C.), resulting once again in the formation of acid semi-esters and diester mixtures through cleavage of the anhydridic phosphorus-oxygen-phosphorus bond. These acid semi-ester and di-ester mixtures are mixed with the multicomponent mixture of 1 mol of ε-caprolactam, 1 mol of trimethylol propane and 1 mol of water. As a reaction SMILES: C1(=[O:8])NCCCCC1.[CH2:9]([C:11]([CH2:16][OH:17])([CH2:14][OH:15])[CH2:12]C)[OH:10].O>>[OH:10][CH2:9][C:11]([CH2:16][OH:17])([CH2:14][OH:15])[CH2:12][OH:8]. Product: OCC(CO)(CO)CO (pentaerythritol). The reactants are ClC1=CC=C(C=C1)C1NC(C=2N(N=C(C21)COC)C2CC2)=O (4-(4-chlorophenyl)-1-cyclopropyl-3-(methoxymethyl)-4,5-dihydropyrrolo[3,4-c]pyrazol-6(1H)-one), BrC=1C=C(C(N(C1)C)=O)C (5-bromo-1,3-dimethyl-2-pyridone). Reported procedure: The title compound was prepared using an analogous procedure to that described in Example but using 4-(4-chlorophenyl)-1-cyclopropyl-3-(methoxymethyl)-4,5-dihydropyrrolo[3,4-c]pyrazol-6(1H)-one (Step 130.4) and 5-bromo-1,3-dimethyl-2-pyridone. The crude material was purified by silica gel column chromatography (CH2Cl2/MeOH 0.5-3.5%) to provide the title compound (286 mg) as a colorless solid. tR: 0.95 min (LC-MS 2); ESI-MS: 439.1 [M+H]+ (LC-MS 2); Rf=0.48 (CH2Cl2/MeOH 9:1); 1H NMR (400 MHz, DMSO... As a reaction SMILES: [Cl:1][C:2]1[CH:7]=[CH:6][C:5]([CH:8]2[C:15]3[C:14]([CH2:16][O:17][CH3:18])=[N:13][N:12]([CH:19]4[CH2:21][CH2:20]4)[C:11]=3[C:10](=[O:22])[NH:9]2)=[CH:4][CH:3]=1.Br[C:24]1[CH:25]=[C:26]([CH3:32])[C:27](=[O:31])[N:28]([CH3:30])[CH:29]=1>>[Cl:1][C:2]1[CH:7]=[CH:6][C:5]([CH:8]2[C:15]3[C:14]([CH2:16][O:17][CH3:18])=[N:13][N:12]([CH:19]4[CH2:20][CH2:21]4)[C:11]=3[C:10](=[O:22])[N:9]2[C:24]2[CH:25]=[C:26]([CH3:32])[C:27](=[O:31])[N:28]([CH3:30])[CH:29]=2)=[CH:4][CH:3]=1. The product is ClC1=CC=C(C=C1)C1N(C(C=2N(N=C(C21)COC)C2CC2)=O)C2=CN(C(C(=C2)C)=O)C (4-(4-chlorophenyl)-1-cyclopropyl-5-(1,5-dimethyl-6-oxo-1,6-dihydropyridin-3-yl)-3-(methoxymethyl)-4,5-dihydropyrrolo[3,4-c]pyrazol-6(1H)-one). The reactants are [Ag+2], O=C([O-])[O-], COC(=O)C1OC(O)(Br)C(OC(C)=O)C(OC(C)=O)C1OC(C)=O, Cc1ccccc1, CC(C)(CO)c1cc(NC(=O)Nc2ccc(-c3cn4c(n3)sc3cc(OCCN5CCOCC5)ccc34)cc2)no1. Product: COC(=O)C1OC(OCC(C)(C)c2cc(NC(=O)Nc3ccc(-c4cn5c(n4)sc4cc(OCCN6CCOCC6)ccc45)cc3)no2)C(OC(C)=O)C(OC(C)=O)C1OC(C)=O. As a reaction SMILES: [Ag+2:77].[C:73](=[O:74])([O-:75])[O-:76].[CH3:42][O:43][C:44]([CH:45]1[CH:46]([O:61][C:62]([CH3:63])=[O:64])[CH:47]([O:57][C:58]([CH3:59])=[O:60])[CH:48]([O:53][C:54]([CH3:55])=[O:56])[C:49]([Br:50])([OH:52])[O:51]1)=[O:65].[CH3:66][c:67]1[cH:68][cH:69][cH:70][cH:71][cH:72]1.[OH:1][CH2:2][C:3]([CH3:4])([CH3:5])[c:6]1[cH:7][c:8]([NH:11][C:12](=[O:13])[NH:14][c:15]2[cH:16][cH:17][c:18](-[c:21]3[n:22][c:23]4[s:24][c:25]5[c:26]([n:27]4[cH:28]3)[cH:29][cH:30][c:31]([O:33][CH2:34][CH2:35][N:36]3[CH2:37][CH2:38][O:39][CH2:40][CH2:41]3)[cH:32]5)[cH:19][cH:20]2)[n:9][o:10]1>>[O:1]([CH2:2][C:3]([CH3:4])([CH3:5])[c:6]1[cH:7][c:8]([NH:11][C:12](=[O:13])[NH:14][c:15]2[cH:16][cH:17][c:18](-[c:21]3[n:22][c:23]4[s:24][c:25]5[c:26]([n:27]4[cH:28]3)[cH:29][cH:30][c:31]([O:33][CH2:34][CH2:35][N:36]3[CH2:37][CH2:38][O:39][CH2:40][CH2:41]3)[cH:32]5)[cH:19][cH:20]2)[n:9][o:10]1)[CH:49]1[CH:48]([O:53][C:54]([CH3:55])=[O:56])[CH:47]([O:57][C:58]([CH3:59])=[O:60])[CH:46]([O:61][C:62]([CH3:63])=[O:64])[CH:45]([C:44]([O:43][CH3:42])=[O:65])[O:51]1. Starting materials: ClCC=1OC=C(N1)C(=O)OC (methyl 2-(chloromethyl)oxazole-4-carboxylate), C(C)(=O)OC(C)=O (acetic anhydride), N#N (N2), C(C)(=O)[O-].[Na+] (sodium acetate), C([O-])([O-])=O.[Na+].[Na+] (sodium carbonate). Run in C(C)(=O)O (acetic acid), CC(OCC)=O (EA). Run at temperature 120 celsius, time 3 hour. Product: C(C)(=O)OCC=1OC=C(N1)C(=O)OC (Methyl 2-(acetoxymethyl)oxazole-4-carboxylate). As a reaction SMILES: N#N.Cl[CH2:4][C:5]1[O:6][CH:7]=[C:8]([C:10]([O:12][CH3:13])=[O:11])[N:9]=1.[C:14]([O:17]C(=O)C)(=[O:16])[CH3:15].C([O-])(=O)C.[Na+].C(=O)([O-])[O-].[Na+].[Na+]>C(O)(=O)C.CC(=O)OCC>[C:14]([O:17][CH2:4][C:5]1[O:6][CH:7]=[C:8]([C:10]([O:12][CH3:13])=[O:11])[N:9]=1)(=[O:16])[CH3:15] |f:3.4,5.6.7|. Reported procedure: In a flame dried round-bottomed flask equipped with a magnetic stir bar and under inert atmosphere (N2), a solution of methyl 2-(chloromethyl)oxazole-4-carboxylate (Organic Process Research & Development 2001, 5, 37-44) (20.00 g, 113.91 mmol) in acetic acid (80 mL) was treated with acetic anhydride (8.0 mL) followed by sodium acetate (39.72 g, 484.14 mmol). The reaction mixture was stirred at 120° C. for 3 h. EA (400 mL) was added at rt and the suspension was neutralized with sat. aq. sodium car... Solvent: CO (methanol). Starting materials: O1CCCC1 (tetrahydrofuran), solid, [BH4-].[Na+] (sodium borohydride), ClCC(=O)CCl.C(C1=CC=CC=C1)OC(=O)N[C@@H](CC1=CC=CC=C1)C(=O)O (N-benzyloxycarbonyl-L-phenylalanine chloromethyl ketone). Reaction SMILES: [Cl:1][CH2:2]C(CCl)=O.[CH2:7]([O:14][C:15]([NH:17][C@H:18]([C:26]([OH:28])=O)[CH2:19][C:20]1[CH:25]=[CH:24][CH:23]=[CH:22][CH:21]=1)=[O:16])[C:8]1[CH:13]=[CH:12][CH:11]=[CH:10][CH:9]=1.O1CCCC1.[BH4-].[Na+]>CO>[CH2:7]([O:14][C:15]([NH:17][C@@H:18]([CH2:19][C:20]1[CH:21]=[CH:22][CH:23]=[CH:24][CH:25]=1)[C@H:26]([OH:28])[CH2:2][Cl:1])=[O:16])[C:8]1[CH:9]=[CH:10][CH:11]=[CH:12][CH:13]=1 |f:0.1,3.4|. Yield: 42.8%. Procedure: To a solution of 75.0 g (0.226 mol) of N-benzyloxycarbonyl-L-phenylalanine chloromethyl ketone in a mixture of 807 mL of methanol and 807 mL, of tetrahydrofuran at -2° C., was added 13.17 g (0.348 mol, 1.54 equiv.) of solid sodium borohydride over one hundred minutes. The solvents were removed in vacuo at 40° C. and the residue dissolved in ethyl acetate (approx. 1L). The solution was washed sequentially with 1M potassium hydrogen sulfate, saturated sodium bicarbonate and then saturated sodium c... Conditions: temperature 60 celsius. Product: C(C1=CC=CC=C1)OC(=O)N[C@H]([C@@H](CCl)O)CC1=CC=CC=C1 (N-benzyloxycarbonyl-3(S)-amino-1-chloro-4-phenyl-2(S)-butanol). Reactants: CCOC(C)=O, [Cl-], Cl, O=N[O-], [Na+], [Na+], O, COCCNc1nonc1C(N)=NO. The product is COCCNc1nonc1C(Cl)=NO. RXN SMILES: [CH3:22][CH2:23][O:24][C:25](=[O:26])[CH3:27].[Cl-:17].[ClH:15].[N:18]([O-:19])=[O:20].[Na+:16].[Na+:21].[OH2:28].[OH:1][N:2]=[C:3]([NH2:4])[c:5]1[n:6][o:7][n:8][c:9]1[NH:10][CH2:11][CH2:12][O:13][CH3:14]>>[OH:1][N:2]=[C:3]([c:5]1[n:6][o:7][n:8][c:9]1[NH:10][CH2:11][CH2:12][O:13][CH3:14])[Cl:15]. Starting materials: [OH-].[Na+] (sodium hydroxide), Cl (hydrochloric acid), OC=1C=C(C(C(=O)O)=CC1)C(=O)O (4-hydroxyphthalic acid), [H-].[Na+] (sodium hydride), CI (methyl iodide). The reagents and catalysts are O (water). The solvent is O (water), CO (methanol), CN(C=O)C (N,N-dimethylformamide). Reaction conditions: time 5 minute. Product: COC=1C=C(C(C(=O)O)=CC1)C(=O)O (4-methoxy-phthalic acid). Yield: 51.0%. As a reaction SMILES: [OH:1][C:2]1[CH:3]=[C:4]([C:11]([OH:13])=[O:12])[C:5](=[CH:9][CH:10]=1)[C:6]([OH:8])=[O:7].[H-].[Na+].[CH3:16]I.[OH-].[Na+].Cl>CN(C)C=O.O.CO>[CH3:16][O:1][C:2]1[CH:3]=[C:4]([C:11]([OH:13])=[O:12])[C:5](=[CH:9][CH:10]=1)[C:6]([OH:8])=[O:7] |f:1.2,4.5|. Procedure: To a solution of 4-hydroxyphthalic acid (0.25 g, 1.37 mmol) in anhydrous N,N-dimethylformamide (3 ml) under nitrogen was added sodium hydride (0.22 g, 5.48 mmol). The solution was stirred for 5 minutes and then methyl iodide (0.68 ml) was added and continued stirring for 3 hours. Several drops of water were added to quench the reaction and the mixture was concentrated in vacuo. The crude material was partitioned between ethyl acetate (40 ml) and water (10 ml). The layers were separated and the o... The reactants are CN1CCC(CC1)=C1C=2N(C=CC3=C1C=C(C=C3)Br)C=CC2 (1-Methyl-4-(9-bromo-11H-pyrrolo[2,1-b][3]benzazepin-11-ylidene)piperidine), cuprous cyanide, C1=CC=CC=C1 (benzene), O (water), C1=CC=CC=C1 (benzene), [C-]#N.[Na+] (sodium cyanide). Run in CN(C=O)C (dimethylformamide). Run at time 1 hour. Yields the product CN1CCC(CC1)=C1C=2N(C=CC3=C1C=C(C=C3)C#N)C=CC2 (1-methyl-4-(9-cyano-11H-pyrrolo[2,1-b][3]benzazepin-11-ylidene)piperidine). The yield is 87.0%. As a reaction SMILES: [CH3:1][N:2]1[CH2:7][CH2:6][C:5](=[C:8]2[C:14]3[CH:15]=[C:16](Br)[CH:17]=[CH:18][C:13]=3[CH:12]=[CH:11][N:10]3[CH:20]=[CH:21][CH:22]=[C:9]23)[CH2:4][CH2:3]1.C1C=CC=CC=1.[C-:29]#[N:30].[Na+].O>CN(C)C=O>[CH3:1][N:2]1[CH2:7][CH2:6][C:5](=[C:8]2[C:14]3[CH:15]=[C:16]([C:29]#[N:30])[CH:17]=[CH:18][C:13]=3[CH:12]=[CH:11][N:10]3[CH:20]=[CH:21][CH:22]=[C:9]23)[CH2:4][CH2:3]1 |f:2.3|. Reported procedure: 1-Methyl-4-(9-bromo-11H-pyrrolo[2,1-b][3]benzazepin-11-ylidene)piperidine (6.3 g, 0.019 mole) and cuprous cyanide (3.2 g, 0.035 mole) in 25 ml of dry dimethylformamide are refluxed under nitrogen for five hours. The mixture is cooled to an internal temperature of 50° and treated with 60 ml each of benzene and aqueous saturated sodium cyanide solution. After stirring one hour the contents are transferred to a separatory funnel with the aid of additional benzene and water. The aqueous phase is ext... Starting materials: ClC1=CC=C(CN2C(=C3C=4C(=C(C=CC24)O)SC(C3)C)CCO)C=C1 (5-(4-Chlorobenzyl)-8-hydroxy-4-(2-hydroxyethyl)-2-methyl-3,5-dihydro-2H-thiopyrano[4,3,2-cd]indole), C1(=CC=CC=C1)C=1C=CC(=NC1)CCl (5-phenyl-2-picolyl chloride), C(=O)([O-])[O-].[Cs+].[Cs+] (Cs2CO3). Solvent: CC#N (CH3CN), CCOC(=O)C (EtOAc). Conditions: time 20 hour. Yields the product ClC1=CC=C(CN2C(=C3C=4C(=C(C=CC24)OCC2=NC=C(C=C2)C2=CC=CC=C2)SC(C3)C)CCO)C=C1 (5-(4-Chlorobenzyl)-4-(2-hydroxyethyl)-2-methyl-8-(5-phenylpyridin-2-ylmethoxy)-3,5-dihydro-2H-thiopyrano[4,3,2-cd]indole). RXN SMILES: [Cl:1][C:2]1[CH:25]=[CH:24][C:5]([CH2:6][N:7]2[C:15]3[CH:14]=[CH:13][C:12]([OH:16])=[C:11]4[S:17][CH:18]([CH3:20])[CH2:19][C:9]([C:10]=34)=[C:8]2[CH2:21][CH2:22][OH:23])=[CH:4][CH:3]=1.[C:26]1([C:32]2[CH:33]=[CH:34][C:35]([CH2:38]Cl)=[N:36][CH:37]=2)[CH:31]=[CH:30][CH:29]=[CH:28][CH:27]=1.C([O-])([O-])=O.[Cs+].[Cs+]>CC#N.CCOC(C)=O>[Cl:1][C:2]1[CH:25]=[CH:24][C:5]([CH2:6][N:7]2[C:15]3[CH:14]=[CH:13][C:12]([O:16][CH2:38][C:35]4[CH:34]=[CH:33][C:32]([C:26]5[CH:27]=[CH:28][CH:29]=[CH:30][CH:31]=5)=[CH:37][N:36]=4)=[C:11]4[S:17][CH:18]([CH3:20])[CH2:19][C:9]([C:10]=34)=[C:8]2[CH2:21][CH2:22][OH:23])=[CH:4][CH:3]=1 |f:2.3.4|. Procedure: A mixture of product from Step 5 (150 mg, 0.39 mmol), 5-phenyl-2-picolyl chloride (95 mg, 0.47 mmol) and Cs2CO3 (152 mg, 0.47 mmol) in CH3CN (5 mL) was stirred at r.t. for 20 hours, then at 60° C. for 1.5 hours. The mixture was diluted with EtOAc (25 mL), washed 3× with H2O, dried over Na2SO4, and evaporated. The residue was chromatographed on silica gel, eluting with a 1:1 mixture of EtOAc and hexane, to afford the title product as an oil which solidified. The reactants are C(C1=CC=CC=C1)(=O)C1=CC(=C(OCCCCC#N)C=C1OC)CC=C (5-(4-benzoyl-5-methoxy-2-allylphenoxy)pentanenitrile), solution, B(Br)(Br)Br (boron tribromide), [Cl-].[NH4+] (ammonium chloride). Solvent: ClCCl (dichloromethane), C(Cl)Cl (methylene chloride). Conditions: temperature -78 celsius, time 2 hour. The product is C(C1=CC=CC=C1)(=O)C1=CC(=C(OCCCCC#N)C=C1O)CC=C (5-(4-Benzoyl-5-hydroxy-2-allylphenoxy)pentanenitrile). Reaction SMILES: [C:1]([C:9]1[C:21]([O:22]C)=[CH:20][C:12]([O:13][CH2:14][CH2:15][CH2:16][CH2:17][C:18]#[N:19])=[C:11]([CH2:24][CH:25]=[CH2:26])[CH:10]=1)(=[O:8])[C:2]1[CH:7]=[CH:6][CH:5]=[CH:4][CH:3]=1.B(Br)(Br)Br.[Cl-].[NH4+]>ClCCl>[C:1]([C:9]1[C:21]([OH:22])=[CH:20][C:12]([O:13][CH2:14][CH2:15][CH2:16][CH2:17][C:18]#[N:19])=[C:11]([CH2:24][CH:25]=[CH2:26])[CH:10]=1)(=[O:8])[C:2]1[CH:3]=[CH:4][CH:5]=[CH:6][CH:7]=1 |f:2.3|. Procedure details: A mixture of 0.22 g of 5-(4-benzoyl-5-methoxy-2-allylphenoxy)pentanenitrile, 2.52 ml of a 1M solution of boron tribromide in dichloromethane, and 50 ml of methylene chloride were stirred at -78° C. for two hours. The solution was poured into a cold saturated ammonium chloride solution and ice. The mixture was extracted with ethyl acetate, the organic layer was washed with a cold saturated ammonium chloride solution followed by a saturated sodium chloride solution, dried and concentrated in vacuo...